This data is from the Open Reaction Database (ORD), a public repository of structured organic reaction records. The task is: describe an organic reaction: reactants, conditions, products, and yield The reactants are CCO, COC(=O)C(OC)c1ccc([N+](=O)[O-])cc1, CCOC(C)=O. The product is COC(=O)C(OC)c1ccc(N)cc1. As a reaction SMILES: [CH3:17][CH2:18][OH:19].[CH3:1][O:2][CH:3]([C:4](=[O:5])[O:6][CH3:7])[c:8]1[cH:9][cH:10][c:11]([N+:14]([O-:15])=[O:16])[cH:12][cH:13]1.[CH3:20][CH2:21][O:22][C:23]([CH3:24])=[O:25]>>[CH3:1][O:2][CH:3]([C:4](=[O:5])[O:6][CH3:7])[c:8]1[cH:9][cH:10][c:11]([NH2:14])[cH:12][cH:13]1. As a reaction SMILES: C(OC([N:8]1[CH2:22][CH2:21][C:12]2=[C:13](Cl)[N:14]3[C:18]([N:19]=[C:11]2[CH2:10][CH2:9]1)=[CH:17][CH:16]=[N:15]3)=O)(C)(C)C.Cl.[NH:24]1[CH2:27][CH:26]([C:28]#[N:29])[CH2:25]1>>[N:15]1[N:14]2[C:18]([N:19]=[C:11]3[CH2:10][CH2:9][NH:8][CH2:22][CH2:21][C:12]3=[C:13]2[N:24]2[CH2:27][CH:26]([C:28]#[N:29])[CH2:25]2)=[CH:17][CH:16]=1 |f:1.2|. The product is N1=CC=C2N=C3C(=C(N12)N1CC(C1)C#N)CCNCC3 (1-(6,7,8,9-Tetrahydro-5H-1,4,7,10a-tetraaza-cyclohepta[f]inden-10-yl)-azetidine-3-carbonitrile). Procedure: The product was prepared using 10-chloro-5,6,8,9-tetrahydro-1,4,7,10a-tetraaza-cyclohepta[f]indene-7-carboxylic acid tert-butyl ester in route 1 (step e and f), in step e (route 1) azetidine-3-carbonitrile hydrochloride was used as the amine. The reactants are C(C)(C)(C)OC(=O)N1CCC=2C(=C(N3N=CC=C3N2)Cl)CC1 (10-chloro-5,6,8,9-tetrahydro-1,4,7,10a-tetraaza-cyclohepta[f]indene-7-carboxylic acid tert-butyl ester), Cl.N1CC(C1)C#N (azetidine-3-carbonitrile hydrochloride), amine. Reactants: ClC=1C2=C(N=C(N1)CC1=CC=C(C=C1)Cl)OC(=N2)C2=CC(=C(C(=C2)C)OC)C (7-chloro-5-(4-chlorobenzyl)-2-(4-methoxy-3,5-dimethylphenyl)oxazolo[5,4-d]pyrimidine), C(C)(C)[Mg]Br (isopropylmagnesium bromide). The product is ClC1=CC=C(CC=2N=C(C3=C(N2)OC(=N3)C3=CC(=C(C(=C3)C)OC)C)C(C)C)C=C1 (5-(4-Chlorobenzyl)-7-isopropyl-2-(4-methoxy-3,5-dimethylphenyl)oxazolo[5,4-d]pyrimidine). Isolated yield 11.0%. As a reaction SMILES: Cl[C:2]1[C:3]2[N:18]=[C:17]([C:19]3[CH:24]=[C:23]([CH3:25])[C:22]([O:26][CH3:27])=[C:21]([CH3:28])[CH:20]=3)[O:16][C:4]=2[N:5]=[C:6]([CH2:8][C:9]2[CH:14]=[CH:13][C:12]([Cl:15])=[CH:11][CH:10]=2)[N:7]=1.[CH:29]([Mg]Br)([CH3:31])[CH3:30]>>[Cl:15][C:12]1[CH:11]=[CH:10][C:9]([CH2:8][C:6]2[N:7]=[C:2]([CH:29]([CH3:31])[CH3:30])[C:3]3[N:18]=[C:17]([C:19]4[CH:24]=[C:23]([CH3:25])[C:22]([O:26][CH3:27])=[C:21]([CH3:28])[CH:20]=4)[O:16][C:4]=3[N:5]=2)=[CH:14][CH:13]=1. Reported procedure: Analogously to example 7 (d), the reaction of 1.5 g of 7-chloro-5-(4-chlorobenzyl)-2-(4-methoxy-3,5-dimethylphenyl)oxazolo[5,4-d]pyrimidine with isopropylmagnesium bromide gave 165 mg (11%) of the title compound. Reactants: ON1N=NC2=C1C=CC=C2 (1-hydroxybenzotriazole), Cl.C(C)N=C=NCCCN(C)C (1-ethyl-3-(3-dimethylaminopropyl)carbodiimide hydrochloride), CN(CCNC)C (N,N,N′-trimethylethylenediamine), COC(=O)[C@@H]1CC[C@H](CC1)C(=O)O (Trans-4-(methoxycarbonyl)cyclohexanecarboxylic acid), C(O)([O-])=O.[Na+] (sodium hydrogen carbonate). Run in C(Cl)(Cl)Cl (chloroform). Reaction conditions: time 4 hour. The product is CN(CCN(C(=O)[C@@H]1CC[C@H](CC1)C(=O)OC)C)C (methyl trans-4-{[[2-(dimethylamino)ethyl](methyl)amino]carbonyl}-cyclohexanecarboxylate). The yield is 93.3%. As a reaction SMILES: [CH3:1][O:2][C:3]([C@H:5]1[CH2:10][CH2:9][C@H:8]([C:11]([OH:13])=O)[CH2:7][CH2:6]1)=[O:4].ON1C2C=CC=CC=2N=N1.Cl.C(N=C=NCCCN(C)C)C.[CH3:36][N:37]([CH3:42])[CH2:38][CH2:39][NH:40][CH3:41].C(=O)([O-])O.[Na+]>C(Cl)(Cl)Cl>[CH3:36][N:37]([CH3:42])[CH2:38][CH2:39][N:40]([CH3:41])[C:11]([C@H:8]1[CH2:7][CH2:6][C@H:5]([C:3]([O:2][CH3:1])=[O:4])[CH2:10][CH2:9]1)=[O:13] |f:2.3,5.6|. Reported procedure: Trans-4-(methoxycarbonyl)cyclohexanecarboxylic acid (8.84 g) obtained in Reference Example 1(2) is dissolved in chloroform (100 ml), and thereto are added 1-hydroxybenzotriazole (7.14 g), 1-ethyl-3-(3-dimethylaminopropyl)carbodiimide hydrochloride (10.00 g) and N,N,N′-trimethylethylenediamine (5.33 g) under ice-cooling. The mixture is then stirred at room temperature for 4 hours. Saturated aqueous sodium hydrogen carbonate solution is poured to the reaction solution and the mixture is extracted ... Reactants: hydrochloride salt, CC1=C(C=CC(=C1)N1C(CCC1)=O)C1=CC=C(C=C1)C(=O)N1CCC=2C=C3C(=CC12)C1(CCNCC1)CO3 (5-[2'-methyl-4'-(2-oxopyrrolidin-1-yl)biphenyl-4-carbonyl]-2,3,6,7-tetrahydrospiro[furo[2,3-f]indole-3,4'-piperidine]), C1(CC1)CBr (cyclopropylmethyl bromide), foam. The product is C1(CC1)CN1CCC2(CC1)COC1=CC=3CCN(C3C=C12)C(=O)C1=CC=C(C=C1)C1=C(C=C(C=C1)N1C(CCC1)=O)C (1'-Cyclopropylmethyl-5-[2'-methyl-4'-(2-oxopyrrolidin-1-yl)biphenyl-4-carbonyl]-2,3,6,7-tetrahydrospiro [furo[2,3-f]indole-3,4'-piperidine]). Reaction SMILES: [CH3:1][C:2]1[CH:7]=[C:6]([N:8]2[CH2:12][CH2:11][CH2:10][C:9]2=[O:13])[CH:5]=[CH:4][C:3]=1[C:14]1[CH:19]=[CH:18][C:17]([C:20]([N:22]2[C:30]3[CH:29]=[C:28]4[C:31]5([CH2:37][O:38][C:27]4=[CH:26][C:25]=3[CH2:24][CH2:23]2)[CH2:36][CH2:35][NH:34][CH2:33][CH2:32]5)=[O:21])=[CH:16][CH:15]=1.[CH:39]1([CH2:42]Br)[CH2:41][CH2:40]1>>[CH:39]1([CH2:42][N:34]2[CH2:35][CH2:36][C:31]3([C:28]4[C:27](=[CH:26][C:25]5[CH2:24][CH2:23][N:22]([C:20]([C:17]6[CH:18]=[CH:19][C:14]([C:3]7[CH:4]=[CH:5][C:6]([N:8]8[CH2:12][CH2:11][CH2:10][C:9]8=[O:13])=[CH:7][C:2]=7[CH3:1])=[CH:15][CH:16]=6)=[O:21])[C:30]=5[CH:29]=4)[O:38][CH2:37]3)[CH2:32][CH2:33]2)[CH2:41][CH2:40]1. Reported procedure: The title compound was prepared from 5-[2'-methyl-4'-(2-oxopyrrolidin-1-yl)biphenyl-4-carbonyl]-2,3,6,7-tetrahydrospiro[furo[2,3-f]indole-3,4'-piperidine] (E18) and cyclopropylmethyl bromide using a similar procedure to Example 19, as a cream foam (52%). This was converted to the hydrochloride salt, isolated as a white powder. Starting materials: O=C1CCC(=O)N1Br, CC#N, Nc1cccc2cccnc12. Yields the product Nc1ccc(Br)c2cccnc12. As a reaction SMILES: [Br:12][N:13]1[C:14](=[O:15])[CH2:16][CH2:17][C:18]1=[O:19].[CH3:20][C:21]#[N:22].[NH2:1][c:2]1[cH:3][cH:4][cH:5][c:6]2[cH:7][cH:8][cH:9][n:10][c:11]12>>[NH2:1][c:2]1[cH:3][cH:4][c:5]([Br:12])[c:6]2[cH:7][cH:8][cH:9][n:10][c:11]12. The reactants are O1CCOC12CC(CCC2)CN2CCC(=CC2)C2=CC=CC=C2 (1-(1,4-dioxaspiro[4.5]dec-7ylmethyl)-1,2,3,6-tetrahydro-4-phenylpyridine). Solvent: CC(=O)C (acetone), Cl (hydrochloric acid). Yields the product C1(=CC=CC=C1)C=1CCN(CC1)CC1CC(CCC1)=O (3-[(3,6-Dihydro-4-phenyl-1(2H)-pyridinyl)methyl]cyclohexanone). Isolated yield 88.7%. RXN SMILES: O1[C:5]2([CH2:10][CH2:9][CH2:8][CH:7]([CH2:11][N:12]3[CH2:17][CH:16]=[C:15]([C:18]4[CH:23]=[CH:22][CH:21]=[CH:20][CH:19]=4)[CH2:14][CH2:13]3)[CH2:6]2)[O:4]CC1>CC(C)=O.Cl>[C:18]1([C:15]2[CH2:16][CH2:17][N:12]([CH2:11][CH:7]3[CH2:8][CH2:9][CH2:10][C:5](=[O:4])[CH2:6]3)[CH2:13][CH:14]=2)[CH:19]=[CH:20][CH:21]=[CH:22][CH:23]=1. Procedure details: A solution of 1-(1,4-dioxaspiro[4.5]dec-7ylmethyl)-1,2,3,6-tetrahydro-4-phenylpyridine (Step C) (90.4 g) in 500 mL of acetone and 500 mL of 10% aqueous hydrochloric acid solution is refluxed, under nitrogen, for 3 hours. The solvent is evaporated in vacuo and partitioned into ethyl acetate/dilute ammonium hydroxide solution. The organic extract is dried over magnesium sulfate and concentrated, leaving the title compound (68.9 g) as a light pink solid; mp 56°-59° C. Mass spectrum (MS) electron io... Starting materials: ClC1=C(OC(C#N)CC)C=CC=C1C(F)F (2-(2-chloro-3-difluoromethyl-phenoxy)-butyronitrile), C(CN)N (ethylene diamine), [S-]SS[S-].[Na+].[Na+] (sodium tetrasulfide), resultant suspension. Solvent: O (water). Reaction conditions: temperature 50 celsius, time 2 hour. Product: ClC1=C(OC(CC)C=2NCCN2)C=CC=C1C(F)F (2-[1-(2-chloro-3-difluoromethyl-phenoxy)-propyl]-4,5-dihydro-1H-imidazole). As a reaction SMILES: [Cl:1][C:2]1[C:13]([CH:14]([F:16])[F:15])=[CH:12][CH:11]=[CH:10][C:3]=1[O:4][CH:5]([CH2:8][CH3:9])[C:6]#[N:7].[CH2:17](N)[CH2:18][NH2:19].[S-]SS[S-].[Na+].[Na+]>O>[Cl:1][C:2]1[C:13]([CH:14]([F:15])[F:16])=[CH:12][CH:11]=[CH:10][C:3]=1[O:4][CH:5]([C:6]1[NH:19][CH2:18][CH2:17][N:7]=1)[CH2:8][CH3:9] |f:2.3.4|. Procedure details: A mixture of 2-(2-chloro-3-difluoromethyl-phenoxy)-butyronitrile (300 mg, 1.2 mmol), ethylene diamine (0.33 ml, 4.9 mmol) and sodium tetrasulfide (11 mg, 0.1 mmol) was stirred for 2 hrs at 50° C., then cooled to room temperature. Cold water (0° C.) was added to the reaction mixture. The resultant suspension was stirred for ca 15 minutes and then filtered, washed and dried to yield 2-[1-(2-chloro-3-difluoromethyl-phenoxy)-propyl]-4,5-dihydro-1H-imidazole (m.p. 96-97° C.); 1H-NMR (D6-DMSO) 1.0, t,... The reactants are C(C)C(C(=O)[O-])CCCC.[Na+] (sodium 2-ethylhexanoate), [Cl-].C(CCCCCCCCC)[N+](C)(C)CCCCCCCCCC (didecyldimethylammonium chloride), C(=O)=O (carbon dioxide). The solvent is O (water). Product: C(C)C(C(=O)[O-])CCCC.C(CCCCCCCCC)[N+](C)(C)CCCCCCCCCC (Didecyldimethylammonium 2-ethylhexanoate). As a reaction SMILES: [CH2:1]([CH:3]([CH2:7][CH2:8][CH2:9][CH3:10])[C:4]([O-:6])=[O:5])[CH3:2].[Na+].[Cl-].[CH2:13]([N+:23]([CH2:26][CH2:27][CH2:28][CH2:29][CH2:30][CH2:31][CH2:32][CH2:33][CH2:34][CH3:35])([CH3:25])[CH3:24])[CH2:14][CH2:15][CH2:16][CH2:17][CH2:18][CH2:19][CH2:20][CH2:21][CH3:22].C(=O)=O>O>[CH2:1]([CH:3]([CH2:7][CH2:8][CH2:9][CH3:10])[C:4]([O-:6])=[O:5])[CH3:2].[CH2:26]([N+:23]([CH2:13][CH2:14][CH2:15][CH2:16][CH2:17][CH2:18][CH2:19][CH2:20][CH2:21][CH3:22])([CH3:25])[CH3:24])[CH2:27][CH2:28][CH2:29][CH2:30][CH2:31][CH2:32][CH2:33][CH2:34][CH3:35] |f:0.1,2.3,6.7|. Procedure details: 0.0221 mole of sodium 2-ethylhexanoate and 0.0221 mole of 80% didecyldimethylammonium chloride in water were mixed in a flask. The mixture was heated and held until evolution of carbon dioxide gas ceased. Starting materials: S(=O)(=O)([O-])S(=O)[O-].[Na+].[Na+] (Sodium metabisulfite), BrBr (bromine), Cl (hydrochloric acid), C(C)(C)OC(=O)C1(CC1)C1=CC=C(C=C1)C1=CC=C(C=C1)C(C)=O (1-(4′-acetylbiphenyl-4-yl)cyclopropanecarboxylic acid isopropyl ester), BrBr (bromine), [OH-].[Na+] (sodium hydroxide). Run in O (water), O1CCOCC1 (dioxane), O (water). Conditions: time 30 minute. Yields the product C(C)(C)OC(=O)C1(CC1)C1=CC=C(C=C1)C1=CC=C(C=C1)C(=O)O (4′-(1-(isopropoxycarbonyl)cyclopropyl)biphenyl-4-carboxylic acid). RXN SMILES: [CH:1]([O:4][C:5]([C:7]1([C:10]2[CH:15]=[CH:14][C:13]([C:16]3[CH:21]=[CH:20][C:19]([C:22](=[O:24])C)=[CH:18][CH:17]=3)=[CH:12][CH:11]=2)[CH2:9][CH2:8]1)=[O:6])([CH3:3])[CH3:2].BrBr.[OH-].[Na+].Cl.S(S([O-])=O)([O-])(=O)=[O:31].[Na+].[Na+]>O1CCOCC1.O>[CH:1]([O:4][C:5]([C:7]1([C:10]2[CH:15]=[CH:14][C:13]([C:16]3[CH:21]=[CH:20][C:19]([C:22]([OH:31])=[O:24])=[CH:18][CH:17]=3)=[CH:12][CH:11]=2)[CH2:9][CH2:8]1)=[O:6])([CH3:2])[CH3:3] |f:2.3,5.6.7|. Reported procedure: To 1-(4′-acetylbiphenyl-4-yl)cyclopropanecarboxylic acid isopropyl ester (11.6 g, 36 mmol) in dioxane (200 mL) at ˜10° C. was added a solution of bromine (28.8 g, 180 mmol), sodium hydroxide (24.5 g, 612 mmol) in water (150 mL). The solution was stirred at room temperature for 30 minutes poured into water (500 mL) and acidified with dilute hydrochloric acid. Sodium metabisulfite was added until the brown bromine color dissipated. The product was filtered and dried in a vacuum over overnight at 4...